Dataset: the Open Reaction Database (ORD), a public repository of structured organic reaction records. Task: describe an organic reaction: reactants, conditions, products, and yield Reactants: O1CCNCCOC2=C1C=CC(=C2)NS(=O)(=O)C (N-(3,4,5,6-tetrahydro-2H-1,7,4-benzodioxazonin-9-yl)methanesulfonamide), COC=1C=C(C=C(C1OC)OC)CC=O (3,4,5-trimethoxybenzeneacetaldehyde), [BH3-]C#N.[Na+] (NaBH3CN). Product: COC=1C=C(C=C(C1OC)OC)CCN1CCOC2=C(OCC1)C=CC(=C2)NS(=O)(=O)C (N-[4-[2-(3,4,5-Trimethoxyphenyl)ethyl]-3,4,5,6-tetrahydro-2H-1,7,4-benzodioxazonin-9-yl]methanesulfonamide). As a reaction SMILES: [O:1]1[C:9]2[CH:10]=[CH:11][C:12]([NH:14][S:15]([CH3:18])(=[O:17])=[O:16])=[CH:13][C:8]=2[O:7][CH2:6][CH2:5][NH:4][CH2:3][CH2:2]1.[CH3:19][O:20][C:21]1[CH:22]=[C:23]([CH2:31][CH:32]=O)[CH:24]=[C:25]([O:29][CH3:30])[C:26]=1[O:27][CH3:28].[BH3-]C#N.[Na+]>>[CH3:30][O:29][C:25]1[CH:24]=[C:23]([CH2:31][CH2:32][N:4]2[CH2:3][CH2:2][O:1][C:9]3[CH:10]=[CH:11][C:12]([NH:14][S:15]([CH3:18])(=[O:17])=[O:16])=[CH:13][C:8]=3[O:7][CH2:6][CH2:5]2)[CH:22]=[C:21]([O:20][CH3:19])[C:26]=1[O:27][CH3:28] |f:2.3|. Procedure details: In a manner similar to example 4, react N-(3,4,5,6-tetrahydro-2H-1,7,4-benzodioxazonin-9-yl)methanesulfonamide, 3,4,5-trimethoxybenzeneacetaldehyde, and NaBH3CN to obtain the title compound. Reactants: ClC=1C=C(NC(C)=O)C=C(C1O)Cl (3',5'-dichloro-4'-hydroxyacetanilide), ClC=1C=C(NC(C)=O)C=CC1O (3'-chloro-4'-hydroxyacetanilide), ClC=1C(=C(NC(C)=O)C=C(C1O)Cl)C (3',5'-dichloro-4'-hydroxy-2'-methylacetanilide). Yields the product OC1=C(C=C(C2=CC=CC=C12)NC(CN)=O)Cl (N-(4-hydroxy-3-chloro-1-naphthyl)-2-aminoacetamide). RXN SMILES: Cl[C:2]1[CH:3]=[C:4]([CH:9]=[C:10]([Cl:13])[C:11]=1[OH:12])[NH:5][C:6](=[O:8])[CH3:7].Cl[C:15]1[CH:16]=C(C=[CH:23][C:24]=1O)NC(=O)C.ClC1C(C)=C(C=C(Cl)C=1O)[NH:30]C(=O)C>>[OH:12][C:11]1[C:2]2[C:3](=[CH:16][CH:15]=[CH:24][CH:23]=2)[C:4]([NH:5][C:6](=[O:8])[CH2:7][NH2:30])=[CH:9][C:10]=1[Cl:13]. Reported procedure: The preferred peroxidase stabilizers are 3',5'-dichloro-4'-hydroxyacetanilide, 3'-chloro-4'-hydroxyacetanilide and 3',5'-dichloro-4'-hydroxy-2'-methylacetanilide. Starting materials: O=C([O-])O, O=CO, COc1ccc(C2CCc3cc(O)ccc3C2)c(N)c1, [Na+]. Product: CNc1cc(OC)ccc1C1CCc2cc(O)ccc2C1. As a reaction SMILES: [C:24](=[O:25])([OH:26])[O-:27].[CH:21]([OH:22])=[O:23].[NH2:1][c:2]1[c:3]([CH:10]2[CH2:11][c:12]3[cH:13][cH:14][c:15]([OH:20])[cH:16][c:17]3[CH2:18][CH2:19]2)[cH:4][cH:5][c:6]([O:8][CH3:9])[cH:7]1.[Na+:28]>>[NH:1]([c:2]1[c:3]([CH:10]2[CH2:11][c:12]3[cH:13][cH:14][c:15]([OH:20])[cH:16][c:17]3[CH2:18][CH2:19]2)[cH:4][cH:5][c:6]([O:8][CH3:9])[cH:7]1)[CH3:21]. The reactants are CC1=C(N=CN1C(C1=CC=CC=C1)(C1=CC=CC=C1)C1=CC=CC=C1)C=O (5-methyl-1-(triphenylmethyl)-1H-imidazole-4-carboxaldehyde), CN1C=C(C2=CC=CC=C12)C(C)=O (1-(1-methyl-1H-indol-3-yl)-1-ethanone), [OH-].[K+] (potassium hydroxide). Product: CN1C=C(C2=CC=CC=C12)C(\C=C\C=1N=CN(C1C)C(C1=CC=CC=C1)(C1=CC=CC=C1)C1=CC=CC=C1)=O ((E)-1-(1-Methyl-1H-indol-3-yl)-3-[5-methyl-1-(triphenylmethyl)-1H-imidazol-4-yl]-2-propen-1-one). The solvent is C(C)O (ethanol), O (water). Conditions: time 72 hour. Yield: 133.1%. RXN SMILES: [CH3:1][C:2]1[N:6]([C:7]([C:20]2[CH:25]=[CH:24][CH:23]=[CH:22][CH:21]=2)([C:14]2[CH:19]=[CH:18][CH:17]=[CH:16][CH:15]=2)[C:8]2[CH:13]=[CH:12][CH:11]=[CH:10][CH:9]=2)[CH:5]=[N:4][C:3]=1[CH:26]=O.[CH3:28][N:29]1[C:37]2[C:32](=[CH:33][CH:34]=[CH:35][CH:36]=2)[C:31]([C:38](=[O:40])[CH3:39])=[CH:30]1.[OH-].[K+]>C(O)C.O>[CH3:28][N:29]1[C:37]2[C:32](=[CH:33][CH:34]=[CH:35][CH:36]=2)[C:31]([C:38](=[O:40])/[CH:39]=[CH:26]/[C:3]2[N:4]=[CH:5][N:6]([C:7]([C:8]3[CH:13]=[CH:12][CH:11]=[CH:10][CH:9]=3)([C:14]3[CH:15]=[CH:16][CH:17]=[CH:18][CH:19]=3)[C:20]3[CH:25]=[CH:24][CH:23]=[CH:22][CH:21]=3)[C:2]=2[CH3:1])=[CH:30]1 |f:2.3|. Reported procedure: A mixture of 5-methyl-1-(triphenylmethyl)-1H-imidazole-4-carboxaldehyde (2.5 g), 1-(1-methyl-1H-indol-3-yl)-1-ethanone (1.0 g) and potassium hydroxide (3.1 g) in absolute ethanol (50 ml) and water (25 ml) was stirred at room temperature for 72 h, then at 50° for 18 h. The mixture was partitioned between 2N sodium carbonate (200 ml) and ethyl acetate (2×200 ml) and the combined organic layers were washed with brine (150 ml), dried and evaporated in vacuo to leave a foam (3.9 g) which was purified... Starting materials: [OH-].[Na+] (sodium hydroxide), C(C)OC(CCN(C1C2=CC=CC=C2C=2C=CC=CC12)C(C)=O)=O (N-acetyl-N-(9-fluorenyl)-β-alanine ethyl ester). Run in C(C)O (ethanol), O (water). Reaction conditions: time 4.5 hour. The product is C(C)(=O)N(CCC(=O)O)C1C2=CC=CC=C2C=2C=CC=CC12 (N-acetyl-N-(9-fluorenyl)-β-alanine). Isolated yield 42.3%. As a reaction SMILES: [OH-].[Na+].C([O:5][C:6](=[O:26])[CH2:7][CH2:8][N:9]([C:23](=[O:25])[CH3:24])[CH:10]1[C:22]2[CH:21]=[CH:20][CH:19]=[CH:18][C:17]=2[C:16]2[C:11]1=[CH:12][CH:13]=[CH:14][CH:15]=2)C>C(O)C.O>[C:23]([N:9]([CH:10]1[C:11]2[CH:12]=[CH:13][CH:14]=[CH:15][C:16]=2[C:17]2[C:22]1=[CH:21][CH:20]=[CH:19][CH:18]=2)[CH2:8][CH2:7][C:6]([OH:26])=[O:5])(=[O:25])[CH3:24] |f:0.1|. Procedure details: 1.6 ml of 1N sodium hydroxide was added dropwise to a solution of 435 mg of N-acetyl-N-(9-fluorenyl)-β-alanine ethyl ester in 25 ml of ethanol under ice-cooling. After stirring for 4.5 hours, the reaction solution was condensed. The residue was dissolved in water and, then, washed with ether. The pH value of the water layer was adjusted to 3 to 4 with 5% hydrochloric acid. The precipitate formed was separated by filtration, washed with ice-cold water, and recrystallized from a mixture of ethyl a... Reported procedure: To a solution of methyl (R)-7-(4-fluorophenyl)-7-(5-hydroxy-6,7-dimethylindan-4-yl)heptanoate (16.0 g, 40.2 mmol) in toluene (640 ml) was added a mixture of pyridinium chlorochromate (43.3 g, 0.20 ml) and Celite (52 g) at 0° C. under argon atmosphere, followed by stirring for 23 hours at the same temperature. Insolubles were filtered and washed with toluene. The filtrate and washes were combined and concentrated. The residue was subjected to a silica gel column chromatography to give methyl (R)-... As a reaction SMILES: [F:1][C:2]1[CH:7]=[CH:6][C:5]([C@H:8]([C:18]2[C:26]([OH:27])=[C:25]([CH3:28])[C:24]([CH3:29])=[C:23]3[C:19]=2[CH2:20][CH2:21][CH2:22]3)[CH2:9][CH2:10][CH2:11][CH2:12][CH2:13][C:14]([O:16][CH3:17])=[O:15])=[CH:4][CH:3]=1.[Cr](Cl)([O-])(=O)=[O:31].[NH+]1C=CC=CC=1>C1(C)C=CC=CC=1>[F:1][C:2]1[CH:7]=[CH:6][C:5]([C@H:8]([C:18]2[C:26]([OH:27])=[C:25]([CH3:28])[C:24]([CH3:29])=[C:23]3[C:19]=2[CH2:20][CH2:21][C:22]3=[O:31])[CH2:9][CH2:10][CH2:11][CH2:12][CH2:13][C:14]([O:16][CH3:17])=[O:15])=[CH:4][CH:3]=1 |f:1.2|. Product: FC1=CC=C(C=C1)[C@@H](CCCCCC(=O)OC)C1=C2CCC(C2=C(C(=C1O)C)C)=O (methyl (R)-7-(4-fluorophenyl)-7-(5-hydroxy-6,7-dimethyl-l-oxoindan-4-yl)heptanoate). Run in C1(=CC=CC=C1)C (toluene). Starting materials: FC1=CC=C(C=C1)[C@@H](CCCCCC(=O)OC)C1=C2CCCC2=C(C(=C1O)C)C (methyl (R)-7-(4-fluorophenyl)-7-(5-hydroxy-6,7-dimethylindan-4-yl)heptanoate), [Cr](=O)(=O)([O-])Cl.[NH+]1=CC=CC=C1 (pyridinium chlorochromate). Run at time 23 hour. The yield is 65.7%.